From a dataset of the Open Reaction Database (ORD), a public repository of structured organic reaction records. describe an organic reaction: reactants, conditions, products, and yield The reactants are C([O-])(O)=O.[Na+] (Sodium bicarbonate), COC(CC1=CC(=C(C=C1)O)N)=O (methyl(3-amino-4-hydroxyphenyl)acetate), FC(C(C(=O)Cl)(F)F)(C(F)(F)F)F (heptafluorobutyryl chloride). The solvent is COCCOC (1,2-dimethoxyethane), COCCOC (1,2-dimethoxyethane), COCCOC (1,2-dimethoxyethane). The product is COC(CC1=CC(=C(C=C1)O)NC(C(C(C(F)(F)F)(F)F)(F)F)=O)=O (methyl(3-heptafluorobutyramido-4-hydroxyphenyl)acetate). The yield is 72.1%. Reaction SMILES: C(=O)(O)[O-].[Na+].[CH3:6][O:7][C:8](=[O:18])[CH2:9][C:10]1[CH:15]=[CH:14][C:13]([OH:16])=[C:12]([NH2:17])[CH:11]=1.[F:19][C:20]([F:31])([C:27]([F:30])([F:29])[F:28])[C:21]([F:26])([F:25])[C:22](Cl)=[O:23]>COCCOC>[CH3:6][O:7][C:8](=[O:18])[CH2:9][C:10]1[CH:15]=[CH:14][C:13]([OH:16])=[C:12]([NH:17][C:22](=[O:23])[C:21]([F:25])([F:26])[C:20]([F:19])([F:31])[C:27]([F:30])([F:29])[F:28])[CH:11]=1 |f:0.1|. Reported procedure: Sodium bicarbonate (51 g, 0.607 mol) was suspended in 1,2-dimethoxyethane (180 ml), and methyl(3-amino-4-hydroxyphenyl)acetate (58.26 g, 0.32 mol) was added, followed by a further quantity of 1,2-dimethoxyethane (75 ml). To this mixture was added, dropwise, a solution of heptafluorobutyryl chloride (112.5 g, 0.48 mol) in 1,2-dimethoxyethane (140 ml), at such a rate that the reaction temperature was maintained at 19-20° C. Once the addition was complete, the mixture was stirred at room temperatur... The reactants are ClCc1cccc(Cl)c1, [H-], [H][H], [Na+], CN(C)C=O, O, N#Cc1ccc(O)cc1. Yields the product N#Cc1ccc(OCc2cccc(Cl)c2)cc1. RXN SMILES: [Cl:14][c:15]1[cH:16][c:17]([CH2:18][Cl:19])[cH:20][cH:21][cH:22]1.[H-:11].[H:12][H:13].[Na+:10].[O:23]=[CH:24][N:25]([CH3:26])[CH3:27].[OH2:28].[OH:1][c:2]1[cH:3][cH:4][c:5]([C:6]#[N:7])[cH:8][cH:9]1>>[O:1]([c:2]1[cH:3][cH:4][c:5]([C:6]#[N:7])[cH:8][cH:9]1)[CH2:18][c:17]1[cH:16][c:15]([Cl:14])[cH:22][cH:21][cH:20]1. Product: OC12C3CCC(C(CCC1)C2)C3 (1-hydroxytricyclo[4.3.1.12.5 ]undecane), OC12C3(CCCC(C(CC1)C2)C3)O (dihydroxy-tricyclo[4.3.1.12,5 ]undecane). Procedure: To 10 milliliters of acetic acid were added 1.5 grams (10 millimoles) of tricyclo[4.3.1.12,5 ]undecane, 0.13 gram (0.8 millimole) of N-hydroxyphthalimide and 0.015 gram (0.06 millimole) of Co(AA)2, and the resultant mixture was stirred under an oxygen atmosphere at 75° C. for 15 hours. As a result, tricyclo[4.3.1.12,5 ]undecane was transformed, with a transformation rate of 99%, into 1-hydroxytricyclo[4.3.1.12.5 ]undecane (selectivity for tricyclo[4.3.1.12,5 ]undecane 24%, yield 24%) and dihydro... Yield: 75.0%. Starting materials: resultant mixture, C12C3CCC(C(CCC1)C2)C3 (tricyclo[4.3.1.12,5 ]undecane), ON1C(C=2C(C1=O)=CC=CC2)=O (N-hydroxyphthalimide), Co(AA)2, C(C)(=O)O (acetic acid), C12C3CCC(C(CCC1)C2)C3 (tricyclo[4.3.1.12,5 ]undecane). Reaction SMILES: [CH:1]12[CH2:10][CH:6]([CH2:7][CH2:8][CH2:9]1)[CH:5]1[CH2:11][CH:2]2[CH2:3][CH2:4]1.[OH:12]N1[C:17](=O)[C:16]2=[CH:19][CH:20]=[CH:21][CH:22]=[C:15]2[C:14]1=[O:23].[C:24]([OH:27])(=O)[CH3:25]>>[OH:12][C:1]12[CH2:10][CH:6]([CH2:7][CH2:8][CH2:9]1)[CH:5]1[CH2:11][CH:2]2[CH2:3][CH2:4]1.[OH:23][C:14]12[CH2:15][CH:16]([CH2:17][CH2:1]1)[CH:19]1[CH2:25][C:24]2([OH:27])[CH2:22][CH2:21][CH2:20]1. Starting materials: [H-].[Al+3].[Li+].[H-].[H-].[H-] (lithium aluminum hydride), C(C)(C)(C)NC1=NC(=C(C(=O)OC)C=C1F)NC(CC(C)(C)C)(C)C (methyl 6-t-butylamino-5-fluoro-2-(1,1,3,3-tetramethylbutylamino)nicotinate), C(C)(=O)OCC (ethyl acetate). Solvent: O (water), O1CCCC1 (tetrahydrofuran), O (water), O (water), C(C)O (ethanol). The product is C(C)(C)(C)NC1=NC(=C(C=C1F)C)NC(CC(C)(C)C)(C)C (2-t-butylamino-3-fluoro-5-methyl-6-(1,1,3,3-tetramethylbutylamino)pyridine). The yield is 68.1%. As a reaction SMILES: [H-].[Al+3].[Li+].[H-].[H-].[H-].[C:7]([NH:11][C:12]1[C:21]([F:22])=[CH:20][C:15]([C:16](OC)=O)=[C:14]([NH:23][C:24]([CH3:31])([CH3:30])[CH2:25][C:26]([CH3:29])([CH3:28])[CH3:27])[N:13]=1)([CH3:10])([CH3:9])[CH3:8].C(OCC)(=O)C>O1CCCC1.O.C(O)C>[C:7]([NH:11][C:12]1[C:21]([F:22])=[CH:20][C:15]([CH3:16])=[C:14]([NH:23][C:24]([CH3:31])([CH3:30])[CH2:25][C:26]([CH3:29])([CH3:28])[CH3:27])[N:13]=1)([CH3:10])([CH3:9])[CH3:8] |f:0.1.2.3.4.5|. Reported procedure: To 20 ml of tetrahydrofran was dispersed 850 mg of lithium aluminum hydride. The dispersion was water cooled and stirred simultaneously with the dropwise addition of 2.80 g of methyl 6-t-butylamino-5-fluoro-2-(1,1,3,3-tetramethylbutylamino)nicotinate dissolved in 30 ml of tetrahydrofuran. The reactor was placed in an oil bath of 50° C., and the mixture was stirred for two and half hours. The reactor was then water cooled and 8 ml of ethyl acetate was added dropwise, and the mixture was stirred f...